From a dataset of the Open Reaction Database (ORD), a public repository of structured organic reaction records. describe an organic reaction: reactants, conditions, products, and yield Starting materials: C(=O)(OC(C)(C)C)N[C@@H](CC1=CC=CC=C1)[C@@H]1C[C@H](C(O1)=O)CC1=C(C=CC=C1)OC (5(S)-[1(S)-(Boc-amino)-2-phenylethyl]-3(R)-[(2-methoxyphenyl)methyl]dihydrofuran-2-(3H)-one), [OH-].[Li+] (lithium hydroxide). The solvent is C(OC)COC (dimethoxyethane), O (water), C(C)(=O)OCC (ethyl acetate), C1CCOC1 (THF). Conditions: time 3 hour. Yields the product C(=O)(OC(C)(C)C)N[C@H]([C@H](C[C@H](C(=O)O)CC1=C(C=CC=C1)OC)O)CC1=CC=CC=C1 (5(S)-(Boc-Amino)-4(S)-hydroxy-6-phenyl-2(R)-[(2-methoxylphenyl)methyl]hexanoic acid). As a reaction SMILES: [C:1]([NH:8][C@H:9]([C@H:17]1[O:21][C:20](=[O:22])[C@H:19]([CH2:23][C:24]2[CH:29]=[CH:28][CH:27]=[CH:26][C:25]=2[O:30][CH3:31])[CH2:18]1)[CH2:10][C:11]1[CH:16]=[CH:15][CH:14]=[CH:13][CH:12]=1)([O:3][C:4]([CH3:7])([CH3:6])[CH3:5])=[O:2].[OH-:32].[Li+]>C(COC)OC.O.C(OCC)(=O)C.C1COCC1>[C:1]([NH:8][C@@H:9]([CH2:10][C:11]1[CH:16]=[CH:15][CH:14]=[CH:13][CH:12]=1)[C@@H:17]([OH:32])[CH2:18][C@@H:19]([CH2:23][C:24]1[CH:29]=[CH:28][CH:27]=[CH:26][C:25]=1[O:30][CH3:31])[C:20]([OH:21])=[O:22])([O:3][C:4]([CH3:6])([CH3:5])[CH3:7])=[O:2] |f:1.2|. Procedure: A solution of 474 mg of 5(S)-[1(S)-(Boc-amino)-2-phenylethyl]-3(R)-[(2-methoxyphenyl)methyl]dihydrofuran-2-(3H)-one in 18 ml of dimethoxyethane and 9.07 ml of water is treated dropwise, at RT, with 4.45 ml of a 1M lithium hydroxide solution. After that, the reaction mixture is stirred at RT for 3 h and diluted with ethyl acetate and THF, and the whole is washed in a separating funnel until neutral with a mixture consisting of 54.78 ml of sat. ammonium chloride solution and 4.58 ml of 10% citric ... The reactants are OC=1C=C(C=CC1)C(=O)C(=O)C1=CC(=CC=C1)O (3,3'-dihydroxybenzil). The reagents and catalysts are [Zn] (zinc). Run in CN(C=O)C (N,N-dimethylformamide), O (water), C(C)(=O)OCC (ethyl acetate). Product: OC=1C=C(C=CC1)C(CC1=CC(=CC=C1)O)=O (1,2-Bis(3-hydroxyphenyl)ethanone). Yield: 31.1%. RXN SMILES: [OH:1][C:2]1[CH:3]=[C:4]([C:8]([C:10]([C:12]2[CH:17]=[CH:16][CH:15]=[C:14]([OH:18])[CH:13]=2)=O)=[O:9])[CH:5]=[CH:6][CH:7]=1>CN(C)C=O.O.C(OCC)(=O)C.[Zn]>[OH:1][C:2]1[CH:3]=[C:4]([C:8](=[O:9])[CH2:10][C:12]2[CH:17]=[CH:16][CH:15]=[C:14]([OH:18])[CH:13]=2)[CH:5]=[CH:6][CH:7]=1. Procedure details: A mixture of 3,3'-dihydroxybenzil (3.0 g.) and powdered zinc (5.0 g.) in N,N-dimethylformamide (25 ml.) and water (10 ml.) was stirred and heated under reflux for 6 hours. The cooled mixture was filtered through Celite and the filtrate was evaporated under oil pump vacuum to give a syrup. The syrup was dissolved in ethyl acetate and the solution was washed consecutively with dilute hydrochloric acid and saturated brine (thrice). The dried (MgSO4) solution was evaporated to smaller volume and ben... Starting materials: CC(=O)OCC1C=CC(n2cnc3c(=O)[nH]c(N)nc32)C1, CCN(CC)c1ccccc1, CCOC(C)=O, O=P(Cl)(Cl)Cl. Yields the product CC(=O)OCC1C=CC(n2cnc3c(Cl)nc(N)nc32)C1. RXN SMILES: [C:1]([CH3:2])(=[O:3])[O:4][CH2:5][CH:6]1[CH:7]=[CH:8][CH:9]([n:11]2[c:12]3[n:13][c:14]([NH2:21])[nH:15][c:16](=[O:20])[c:17]3[n:18][cH:19]2)[CH2:10]1.[CH2:27]([N:28]([CH2:29][CH3:30])[c:31]1[cH:32][cH:33][cH:34][cH:35][cH:36]1)[CH3:37].[CH3:38][CH2:39][O:40][C:41](=[O:42])[CH3:43].[P:22]([Cl:23])([Cl:24])([Cl:25])=[O:26]>>[C:1]([CH3:2])(=[O:3])[O:4][CH2:5][CH:6]1[CH:7]=[CH:8][CH:9]([n:11]2[c:12]3[n:13][c:14]([NH2:21])[n:15][c:16]([Cl:24])[c:17]3[n:18][cH:19]2)[CH2:10]1. Reactants: ClC1=NN2C(C=C1)=NC(=C2)C=2C=CC(=C(C2)NC(C(C)(C)C)=O)C (N-[5-(6-chloroimidazo[2,1-f]pyridazin-2-yl)-2-methyl-phenyl]-2,2-dimethyl-propanamide), FC(C1=NC=CC=C1B(O)O)(F)F ([2-(trifluoromethyl)-3-pyridyl]boronic acid), C(=O)([O-])[O-].[Na+].[Na+] (Na2CO3). Reagents/catalysts: Cl[Pd]([P](C1=CC=CC=C1)(C2=CC=CC=C2)C3=CC=CC=C3)([P](C4=CC=CC=C4)(C5=CC=CC=C5)C6=CC=CC=C6)Cl (bis(triphenylphosphine)palladium(II) dichloride). Run in C(C)(C)O.O (isopropanol water). Conditions: temperature 80 celsius. Yields the product CC(C(=O)NC1=C(C=CC(=C1)C=1N=C2C=CC(=NN2C1)C=1C(=NC=CC1)C(F)(F)F)C)(C)C (2,2-dimethyl-N-[2-methyl-5-[6-[2-(trifluoromethyl)-3-pyridyl]imidazo[2,1-f]pyridazin-2-yl]phenyl]propanamide). The yield is 33.1%. As a reaction SMILES: Cl[C:2]1[CH:7]=[CH:6][C:5]2=[N:8][C:9]([C:11]3[CH:12]=[CH:13][C:14]([CH3:24])=[C:15]([NH:17][C:18](=[O:23])[C:19]([CH3:22])([CH3:21])[CH3:20])[CH:16]=3)=[CH:10][N:4]2[N:3]=1.[F:25][C:26]([F:37])([F:36])[C:27]1[C:32](B(O)O)=[CH:31][CH:30]=[CH:29][N:28]=1.C([O-])([O-])=O.[Na+].[Na+]>Cl[Pd](Cl)([P](C1C=CC=CC=1)(C1C=CC=CC=1)C1C=CC=CC=1)[P](C1C=CC=CC=1)(C1C=CC=CC=1)C1C=CC=CC=1.C(O)(C)C.O>[CH3:20][C:19]([CH3:22])([CH3:21])[C:18]([NH:17][C:15]1[CH:16]=[C:11]([C:9]2[N:8]=[C:5]3[N:4]([CH:10]=2)[N:3]=[C:2]([C:32]2[C:27]([C:26]([F:37])([F:36])[F:25])=[N:28][CH:29]=[CH:30][CH:31]=2)[CH:7]=[CH:6]3)[CH:12]=[CH:13][C:14]=1[CH3:24])=[O:23] |f:2.3.4,6.7,^1:46,65|. Procedure: An 8 mL vial is charged with N-[5-(6-chloroimidazo[2,1-f]pyridazin-2-yl)-2-methyl-phenyl]-2,2-dimethyl-propanamide (0.034 g, 0.0001 mol), [2-(trifluoromethyl)-3-pyridyl]boronic acid (Combi-Blocks, 0.038 g), bis(triphenylphosphine)palladium(II) dichloride (0.007 g), Na2CO3 (0.032 g), and isopropanol-water (1 mL, 3:1). The mixture is heated at 80° C. for 16 hr. The mixture is concentrated, taken up in EtOAc and CH2Cl2 (1:1), filtered, concentrated onto celite, and purified by silica gel chromatogr... The reactants are Cl.COC([C@@H](N)CC1=CC=C(C=C1)[N+](=O)[O-])=O (p-Nitro-L-Phenylalanine Methyl Ester Hydrochloride), C(C)(=O)OC(C)=O (acetic anhydride). Solvent: N1=CC=CC=C1 (pyridine). Reaction conditions: time 8 hour. Product: COC([C@@H](NC(C)=O)CC1=CC=C(C=C1)[N+](=O)[O-])=O (Nα -Acetyl-p-Nitro-L-Phenylalanine Methyl Ester). Yield: 85.1%. RXN SMILES: Cl.[CH3:2][O:3][C:4](=[O:17])[C@H:5]([CH2:7][C:8]1[CH:13]=[CH:12][C:11]([N+:14]([O-:16])=[O:15])=[CH:10][CH:9]=1)[NH2:6].[C:18](OC(=O)C)(=[O:20])[CH3:19]>N1C=CC=CC=1>[CH3:2][O:3][C:4](=[O:17])[C@H:5]([CH2:7][C:8]1[CH:13]=[CH:12][C:11]([N+:14]([O-:16])=[O:15])=[CH:10][CH:9]=1)[NH:6][C:18](=[O:20])[CH3:19] |f:0.1|. Procedure: Compound 2 (4.10 g, 15.7 mmol) was suspended in a mixture of distilled pyridine (40 ml) and acetic anhydride (5 ml). A solution formed after several minutes, and stirring was continued overnight. The solvent was evaporated, and the residue was dissolved in ethyl acetate. The solution was then extracted with 0.1N HCl, 1M sodium bicarbonate, and water and dried (MgSO4). Precipitation with hexanes gave 3.57 g (85.1%) of a solid melting at 113°-117° C. Recrystallization from ethyl acetate/hexanes ga... The reactants are C(C)NC(=O)NC=1SC2=C(N1)C=CC(=C2)OC (1-Ethyl-3-(6-methoxy-1,3-benzothiazol-2-yl)urea), BrBr (Bromine). Run in CO (MeOH), C(Cl)Cl (DCM). The product is BrC=1C(=CC2=C(N=C(S2)NC(=O)NCC)C1)OC (1-(5-Bromo-6-methoxy-1,3-benzothiazol-2-yl)-3-ethyl-urea). RXN SMILES: [CH2:1]([NH:3][C:4]([NH:6][C:7]1[S:8][C:9]2[CH:15]=[C:14]([O:16][CH3:17])[CH:13]=[CH:12][C:10]=2[N:11]=1)=[O:5])[CH3:2].[Br:18]Br>C(Cl)Cl.CO>[Br:18][C:13]1[C:14]([O:16][CH3:17])=[CH:15][C:9]2[S:8][C:7]([NH:6][C:4]([NH:3][CH2:1][CH3:2])=[O:5])=[N:11][C:10]=2[CH:12]=1. Procedure: 1-Ethyl-3-(6-methoxy-1,3-benzothiazol-2-yl)urea (1.10 g, 4.38 mmol) was suspended in DCM (50 mL) and MeOH (5 mL). Bromine (0.34 mL, 6.60 mmol) was added and the mixture stirred at rt. The mixture was stirred for a total of 1.5 h then concentrated to dryness under reduced pressure. The desired compound was obtained as an orange solid, 2.17 g, and used without further purification, stating purity as 66 mass % in further reactions. m/z: 329.94/331.91 [M+H]+. Starting materials: CC(=O)O, CCO, [Na+], CCCCC1(CC)CN(c2ccccc2)c2cc(Br)c(OC(C)C(=O)OCC)cc2S(=O)(=O)C1, [OH-]. Yields the product CCCCC1(CC)CN(c2ccccc2)c2cc(Br)c(OCCC(=O)O)cc2S(=O)(=O)C1. As a reaction SMILES: [C:37]([CH3:38])(=[O:39])[OH:40].[CH3:41][CH2:42][OH:43].[Na+:2].[O:3]=[S:4]1(=[O:36])[CH2:5][C:6]([CH2:30][CH3:31])([CH2:32][CH2:33][CH2:34][CH3:35])[CH2:7][N:8]([c:24]2[cH:25][cH:26][cH:27][cH:28][cH:29]2)[c:9]2[c:10]1[cH:11][c:12]([O:16][CH:17]([C:18]([O:19][CH2:20][CH3:21])=[O:22])[CH3:23])[c:13]([Br:15])[cH:14]2.[OH-:1]>>[O:3]=[S:4]1(=[O:36])[CH2:5][C:6]([CH2:30][CH3:31])([CH2:32][CH2:33][CH2:34][CH3:35])[CH2:7][N:8]([c:24]2[cH:25][cH:26][cH:27][cH:28][cH:29]2)[c:9]2[c:10]1[cH:11][c:12]([O:16][CH2:17][CH2:38][C:37](=[O:39])[OH:40])[c:13]([Br:15])[cH:14]2.